This data is from the Open Reaction Database (ORD), a public repository of structured organic reaction records. The task is: describe an organic reaction: reactants, conditions, products, and yield The reactants are [BH4-], CC(=O)[O-], CO, CC(NC(=O)COc1ccc(C2C(SCC(=O)c3ccc(F)cc3)C(=O)N2c2ccc(F)cc2)cc1)C(=O)O, [NH4+], [Na+], O. Yields the product CC(NC(=O)COc1ccc(C2C(SCC(O)c3ccc(F)cc3)C(=O)N2c2ccc(F)cc2)cc1)C(=O)O. RXN SMILES: [BH4-:48].[CH3:41][C:42](=[O:43])[O-:44].[CH3:46][OH:47].[F:1][c:2]1[cH:3][cH:4][c:5]([N:8]2[CH:9]([c:24]3[cH:25][cH:26][c:27]([O:28][CH2:29][C:30](=[O:31])[NH:32][CH:33]([CH3:34])[C:35](=[O:36])[OH:37])[cH:38][cH:39]3)[CH:10]([S:13][CH2:14][C:15](=[O:16])[c:17]3[cH:18][cH:19][c:20]([F:23])[cH:21][cH:22]3)[C:11]2=[O:12])[cH:6][cH:7]1.[NH4+:40].[Na+:49].[OH2:45]>>[F:1][c:2]1[cH:3][cH:4][c:5]([N:8]2[CH:9]([c:24]3[cH:25][cH:26][c:27]([O:28][CH2:29][C:30](=[O:31])[NH:32][CH:33]([CH3:34])[C:35](=[O:36])[OH:37])[cH:38][cH:39]3)[CH:10]([S:13][CH2:14][CH:15]([OH:16])[c:17]3[cH:18][cH:19][c:20]([F:23])[cH:21][cH:22]3)[C:11]2=[O:12])[cH:6][cH:7]1. The reactants are COC(=O)C(CC(C)C)Nc1sncc1Br, CO, Cl, [Li+], [OH-], O. Product: CC(C)CC(Nc1sncc1Br)C(=O)O. RXN SMILES: [Br:1][c:2]1[cH:3][n:4][s:5][c:6]1[NH:7][CH:8]([CH2:9][CH:10]([CH3:11])[CH3:12])[C:13](=[O:14])[O:15][CH3:16].[CH3:20][OH:21].[ClH:19].[Li+:17].[OH-:18].[OH2:22]>>[Br:1][c:2]1[cH:3][n:4][s:5][c:6]1[NH:7][CH:8]([CH2:9][CH:10]([CH3:11])[CH3:12])[C:13](=[O:14])[OH:15]. The reactants are COCC1CCCN1, CCN(C(C)C)C(C)C, Cc1cccc(-c2c(-c3ccnc(Cl)c3)nc(Cl)n(C)c2=O)c1, ClCCl. RXN SMILES: [CH3:1][O:2][CH2:3][CH:4]1[NH:5][CH2:6][CH2:7][CH2:8]1.[CH:9]([N:10]([CH:11]([CH3:12])[CH3:13])[CH2:14][CH3:15])([CH3:16])[CH3:17].[Cl:18][c:19]1[n:20][c:21](-[c:34]2[cH:35][c:36]([Cl:40])[n:37][cH:38][cH:39]2)[c:22](-[c:27]2[cH:28][c:29]([CH3:33])[cH:30][cH:31][cH:32]2)[c:23](=[O:26])[n:24]1[CH3:25].[Cl:41][CH2:42][Cl:43]>>[CH3:1][O:2][CH2:3][CH:4]1[N:5]([c:19]2[n:20][c:21](-[c:34]3[cH:35][c:36]([Cl:40])[n:37][cH:38][cH:39]3)[c:22](-[c:27]3[cH:28][c:29]([CH3:33])[cH:30][cH:31][cH:32]3)[c:23](=[O:26])[n:24]2[CH3:25])[CH2:6][CH2:7][CH2:8]1. The product is COCC1CCCN1c1nc(-c2ccnc(Cl)c2)c(-c2cccc(C)c2)c(=O)n1C. Starting materials: COC(=O)C=1N(C=NC1)NC(C(C)OCC1=CC=CC=C1)=O (3-(2-Benzyloxy-propionylamino)-3H-imidazole-4-carboxylic acid methyl ester), [OH-].[NH4+] (ammonium hydroxide). Conditions: temperature 60 celsius. The product is C(C1=CC=CC=C1)OC(C(=O)NN1C=NC=C1C(=O)N)C (3-(2-Benzyloxy-propionylamino)-3H-imidazole-4-carboxylic acid amide). The yield is 100.0%. RXN SMILES: C[O:2][C:3]([C:5]1[N:6]([NH:10][C:11](=[O:22])[CH:12]([O:14][CH2:15][C:16]2[CH:21]=[CH:20][CH:19]=[CH:18][CH:17]=2)[CH3:13])[CH:7]=[N:8][CH:9]=1)=O.[OH-].[NH4+:24]>>[CH2:15]([O:14][CH:12]([CH3:13])[C:11]([NH:10][N:6]1[C:5]([C:3]([NH2:24])=[O:2])=[CH:9][N:8]=[CH:7]1)=[O:22])[C:16]1[CH:21]=[CH:20][CH:19]=[CH:18][CH:17]=1 |f:1.2|. Reported procedure: Compound 9 (8.2 g, 27 mmol) and ammonium hydroxide (100 mL) were mixed and heated to 60° C. for two hours. The reaction mixture was concentrated in vacuo to give compound 10 (7.8 g, 100% yield) as white solid. LC-MS: m/z 289 [M+H]+. Reactants: Br, O=C([O-])O, CC1=NN(c2ccc3c(c2)CCC3)C(=O)C1, CCOC(=O)c1c(C)c(-c2cccc(N)c2O)n(C)c1C, Cl, O=N[O-], [Na+], [Na+]. RXN SMILES: [BrH:1].[C:43](=[O:44])([OH:45])[O-:46].[CH2:27]1[CH2:28][CH2:29][c:30]2[cH:31][c:32]([N:36]3[N:37]=[C:38]([CH3:42])[CH2:39][C:40]3=[O:41])[cH:33][cH:34][c:35]21.[CH2:2]([CH3:3])[O:4][C:5](=[O:6])[c:7]1[c:8]([CH3:22])[n:9]([CH3:21])[c:10](-[c:13]2[c:14]([OH:20])[c:15]([NH2:19])[cH:16][cH:17][cH:18]2)[c:11]1[CH3:12].[ClH:48].[N:23]([O-:24])=[O:25].[Na+:26].[Na+:47]>>[CH2:2]([CH3:3])[O:4][C:5](=[O:6])[c:7]1[c:8]([CH3:22])[n:9]([CH3:21])[c:10](-[c:13]2[c:14]([OH:20])[c:15]([NH:19][N:23]=[C:39]3[C:38]([CH3:42])=[N:37][N:36]([c:32]4[cH:31][c:30]5[c:35]([cH:34][cH:33]4)[CH2:27][CH2:28][CH2:29]5)[C:40]3=[O:41])[cH:16][cH:17][cH:18]2)[c:11]1[CH3:12]. The product is CCOC(=O)c1c(C)c(-c2cccc(NN=C3C(=O)N(c4ccc5c(c4)CCC5)N=C3C)c2O)n(C)c1C.